From a dataset of the Open Reaction Database (ORD), a public repository of structured organic reaction records. describe an organic reaction: reactants, conditions, products, and yield Starting materials: CN1CCNCC1, O=C(O)C1CCN(c2ccc(Cl)c(-c3nc4ccccc4[nH]3)c2)CC1. Product: CN1CCN(C(=O)C2CCN(c3ccc(Cl)c(-c4nc5ccccc5[nH]4)c3)CC2)CC1. As a reaction SMILES: [CH3:26][N:27]1[CH2:28][CH2:29][NH:30][CH2:31][CH2:32]1.[nH:1]1[c:2](-[c:10]2[cH:11][c:12]([N:17]3[CH2:18][CH2:19][CH:20]([C:23](=[O:24])[OH:25])[CH2:21][CH2:22]3)[cH:13][cH:14][c:15]2[Cl:16])[n:3][c:4]2[c:5]1[cH:6][cH:7][cH:8][cH:9]2>>[n:1]1[c:2](-[c:10]2[cH:11][c:12]([N:17]3[CH2:18][CH2:19][CH:20]([C:23](=[O:24])[N:30]4[CH2:29][CH2:28][N:27]([CH3:26])[CH2:32][CH2:31]4)[CH2:21][CH2:22]3)[cH:13][cH:14][c:15]2[Cl:16])[nH:3][c:4]2[c:5]1[cH:6][cH:7][cH:8][cH:9]2. The reactants are CC1(C)CC(Nc2nccc(-c3ccc(Br)s3)n2)CC(C)(C)N1, C[Sn](C)(C)c1ccncc1, Cl[Pd]Cl, Cc1ccccc1C, c1ccc(P(c2ccccc2)c2ccccc2)cc1, c1ccc(P(c2ccccc2)c2ccccc2)cc1. Yields the product CC1(C)CC(Nc2nccc(-c3ccc(-c4ccncc4)s3)n2)CC(C)(C)N1. RXN SMILES: [Br:1][c:2]1[cH:3][cH:4][c:5](-[c:7]2[n:8][c:9]([NH:13][CH:14]3[CH2:15][C:16]([CH3:22])([CH3:23])[NH:17][C:18]([CH3:20])([CH3:21])[CH2:19]3)[n:10][cH:11][cH:12]2)[s:6]1.[CH3:24][Sn:25]([c:26]1[cH:27][cH:28][n:29][cH:30][cH:31]1)([CH3:32])[CH3:33].[Pd:42]([Cl:43])[Cl:44].[c:34]1([CH3:35])[c:36]([CH3:37])[cH:38][cH:39][cH:40][cH:41]1.[c:45]1([P:46]([c:47]2[cH:48][cH:49][cH:50][cH:51][cH:52]2)[c:53]2[cH:54][cH:55][cH:56][cH:57][cH:58]2)[cH:59][cH:60][cH:61][cH:62][cH:63]1.[c:64]1([P:65]([c:66]2[cH:67][cH:68][cH:69][cH:70][cH:71]2)[c:72]2[cH:73][cH:74][cH:75][cH:76][cH:77]2)[cH:78][cH:79][cH:80][cH:81][cH:82]1>>[c:2]1(-[c:26]2[cH:27][cH:28][n:29][cH:30][cH:31]2)[cH:3][cH:4][c:5](-[c:7]2[n:8][c:9]([NH:13][CH:14]3[CH2:15][C:16]([CH3:22])([CH3:23])[NH:17][C:18]([CH3:20])([CH3:21])[CH2:19]3)[n:10][cH:11][cH:12]2)[s:6]1. Reactants: CC(C)CC(C)(Cl)N=NC(C)(C)C, NNc1ccccc1, c1ccccc1. Yields the product Cl, NNc1ccccc1. As a reaction SMILES: [C:9]([N:10]=[N:11][C:12]([CH2:13][CH:14]([CH3:15])[CH3:16])([CH3:17])[Cl:21])([CH3:18])([CH3:19])[CH3:20].[NH2:1][NH:2][c:3]1[cH:4][cH:5][cH:6][cH:7][cH:8]1.[cH:22]1[cH:23][cH:24][cH:25][cH:26][cH:27]1>>[ClH:21].[NH2:1][NH:2][c:3]1[cH:4][cH:5][cH:6][cH:7][cH:8]1. The reactants are C(C)OC(C=CC1=CC(=C(C=C1)NC(CCl)=O)O)=O (3-[4-(2-Chloroacetylamino)-3-hydroxyphenyl]acrylic acid ethyl ester), C(=O)([O-])[O-].[K+].[K+] (K2CO3). Solvent: CN(C)C=O (DMF). Run at temperature 50 celsius. Yields the product EtOAc hexanes, C(C)OC(C=CC1=CC2=C(NC(CO2)=O)C=C1)=O (3-(3-Oxo-3,4-dihydro-2H-benzo[1,4]oxazin-7-yl) acrylic acid ethyl ester). RXN SMILES: [CH2:1]([O:3][C:4](=[O:19])[CH:5]=[CH:6][C:7]1[CH:12]=[CH:11][C:10]([NH:13][C:14](=[O:17])[CH2:15]Cl)=[C:9]([OH:18])[CH:8]=1)[CH3:2].C([O-])([O-])=O.[K+].[K+]>CN(C=O)C>[CH2:1]([O:3][C:4](=[O:19])[CH:5]=[CH:6][C:7]1[CH:12]=[CH:11][C:10]2[NH:13][C:14](=[O:17])[CH2:15][O:18][C:9]=2[CH:8]=1)[CH3:2] |f:1.2.3|. Procedure details: To a stirred solution of 10-4 (4.28 g, 15.0 mmol) in DMF (50 mL) was added K2CO3 (4.50 g, 32.6 mmol). The resulting suspension was heated to 50° C. for 12 h., after which time the reaction was concentrated. The residue was partitioned between saturated NaHCO3 and EtOAc and extracted twice with EtOAc. The combined organic layers were washed with brine, dried (Na2SO4), and concentrated. Flash chromatography (silica gel; 25:75 EtOAc/hexanes) yielded 10-5 as a beige solid. Starting materials: O=C1CCC(=O)N1Br, Cc1cn(-c2cc(C)c3[nH]c(=O)ccc3c2)c(C)n1, ClC(Cl)Cl. The product is Cc1nc(C)n(-c2cc(C)c3[nH]c(=O)ccc3c2)c1Br. Reaction SMILES: [Br:20][N:21]1[C:22](=[O:23])[CH2:24][CH2:25][C:26]1=[O:27].[CH3:1][c:2]1[cH:3][c:4](-[n:13]2[c:14]([CH3:19])[n:15][c:16]([CH3:18])[cH:17]2)[cH:5][c:6]2[cH:7][cH:8][c:9](=[O:12])[nH:10][c:11]12.[CH:28]([Cl:29])([Cl:30])[Cl:31]>>[CH3:1][c:2]1[cH:3][c:4](-[n:13]2[c:14]([CH3:19])[n:15][c:16]([CH3:18])[c:17]2[Br:20])[cH:5][c:6]2[cH:7][cH:8][c:9](=[O:12])[nH:10][c:11]12. The reactants are N1(CCCCC1)CO (piperidinemethanol), C(=O)([O-])[O-].[K+].[K+] (K2CO3), C1(=CC=CC=C1)C (toluene), ClCCCC(=O)C1=CC=C(C=C1)C(C(=O)O)(C)C (4-(4-chloro-1-oxobutyl)-α,α-dimethylphenylacetic acid). Reaction conditions: time 48 hour. Yields the product OC(C1CCN(CC1)CCCC(=O)C1=CC=C(C=C1)C(C(=O)O)(C)C)(C1=CC=CC=C1)C1=CC=CC=C1 (4-[4-[4-(hydroxydiphenylmethyl)-1-piperidinyl]-1-oxobutyl]-α,α-dimethylphenylacetic acid). RXN SMILES: Cl[CH2:2][CH2:3][CH2:4][C:5]([C:7]1[CH:12]=[CH:11][C:10]([C:13]([CH3:18])([CH3:17])[C:14]([OH:16])=[O:15])=[CH:9][CH:8]=1)=[O:6].[N:19]1(CO)[CH2:24][CH2:23][CH2:22][CH2:21][CH2:20]1.[C:27]([O-:30])([O-])=O.[K+].[K+].[C:33]1(C)[CH:38]=[CH:37][CH:36]=[CH:35][CH:34]=1>>[OH:30][C:27]([C:33]1[CH:34]=[CH:35][CH:36]=[CH:37][CH:38]=1)([C:7]1[CH:12]=[CH:11][CH:10]=[CH:9][CH:8]=1)[CH:22]1[CH2:21][CH2:20][N:19]([CH2:2][CH2:3][CH2:4][C:5]([C:7]2[CH:12]=[CH:11][C:10]([C:13]([CH3:18])([CH3:17])[C:14]([OH:16])=[O:15])=[CH:9][CH:8]=2)=[O:6])[CH2:24][CH2:23]1 |f:2.3.4|. Procedure: A mixture of 800 mg of 4-(4-chloro-1-oxobutyl)-α,α-dimethylphenylacetic acid, prepared in accordance with Example 4, 800 mg of 4-α,α-diphenyl)piperidinemethanol, and 2.4 g of K2CO3 in 25 mL of toluene is stirred for 48 hours at room temperature. The mixture is concentrated in vacuo. The residue is treated with EtOAc, filtered, and concentrated to afford 4-[4-[4-(hydroxydiphenylmethyl)-1-piperidinyl]-1-oxobutyl]-α,α-dimethylphenylacetic acid.